Dataset: the Open Reaction Database (ORD), a public repository of structured organic reaction records. Task: describe an organic reaction: reactants, conditions, products, and yield The reactants are FC1=C(C=C(C=C1)OC)C=1C=CC(=NC1CC(C)(C)C)O (5-(2-fluoro-5-methoxyphenyl)-6-neopentylpyridin-2-ol), C1(CC1)C(CC(=O)OCC)C1=CC(=NC=C1)CO (ethyl 3-cyclopropyl-3-(2-(hydroxymethyl)pyridin-4-yl)propanoate), N(=NC(=O)N1CCCCC1)C(=O)N1CCCCC1 (1,1′-(azodicarbonyl)dipiperidine), C(CCC)P(CCCC)CCCC (tributylphosphine). Solvent: C1CCOC1 (THF). Run at time 14 hour. Product: C1(CC1)C(CC(=O)OCC)C1=CC(=NC=C1)COC1=NC(=C(C=C1)C1=C(C=CC(=C1)OC)F)CC(C)(C)C (ethyl 3-cyclopropyl-3-(2-(((5-(2-fluoro-5-methoxyphenyl)-6-neopentylpyridin-2-yl)oxy)methyl)pyridin-4-yl)propanoate). Yield: 77.8%. RXN SMILES: [F:1][C:2]1[CH:7]=[CH:6][C:5]([O:8][CH3:9])=[CH:4][C:3]=1[C:10]1[CH:11]=[CH:12][C:13]([OH:21])=[N:14][C:15]=1[CH2:16][C:17]([CH3:20])([CH3:19])[CH3:18].[CH:22]1([CH:25]([C:32]2[CH:37]=[CH:36][N:35]=[C:34]([CH2:38]O)[CH:33]=2)[CH2:26][C:27]([O:29][CH2:30][CH3:31])=[O:28])[CH2:24][CH2:23]1.N(C(N1CCCCC1)=O)=NC(N1CCCCC1)=O.C(P(CCCC)CCCC)CCC>C1COCC1>[CH:22]1([CH:25]([C:32]2[CH:37]=[CH:36][N:35]=[C:34]([CH2:38][O:21][C:13]3[CH:12]=[CH:11][C:10]([C:3]4[CH:4]=[C:5]([O:8][CH3:9])[CH:6]=[CH:7][C:2]=4[F:1])=[C:15]([CH2:16][C:17]([CH3:18])([CH3:20])[CH3:19])[N:14]=3)[CH:33]=2)[CH2:26][C:27]([O:29][CH2:30][CH3:31])=[O:28])[CH2:24][CH2:23]1. Reported procedure: Under a nitrogen atmosphere, to a solution of 5-(2-fluoro-5-methoxyphenyl)-6-neopentylpyridin-2-ol (100 mg) and ethyl 3-cyclopropyl-3-(2-(hydroxymethyl)pyridin-4-yl)propanoate (94 mg) in THF (3.0 mL) were added 1,1′-(azodicarbonyl)dipiperidine (140 mg) and tributylphosphine (136 μL), and the mixture was stirred at room temperature for 14 hr. The solvent was evaporated under reduced pressure and the residue was purified by silica gel column chromatography (NH, ethyl acetate/hexane) to give the ti... The reactants are FC=1C=CC2=C(N(C(=N2)[C@H](CC)N)C=2C=NC=C(C2)F)C1 ((S)-1-[6-fluoro-1-(5-fluoropyridin-3-yl)-1H-benzoimidazol-2-yl]propylamine), ClC1=C2N=CN(C2=NC=N1)C1OCCCC1 (6-chloro-9-(tetrahydropyran-2-yl)-9H-purine), CCN(C(C)C)C(C)C (DIPEA). The solvent is CC(C)O (IPA). Run at temperature 90 celsius. Yields the product FC=1C=CC2=C(N(C(=N2)[C@H](CC)NC2=C3N=CN(C3=NC=N2)C2OCCCC2)C=2C=NC=C(C2)F)C1 ({(S)-1-[6-Fluoro-1-(5-fluoropyridin-3-yl)-1H-benzoimidazol-2-yl]propyl}-[9-(tetrahydropyran-2-yl)-9H-purin-6-yl]amine). Yield: 81.5%. RXN SMILES: [F:1][C:2]1[CH:3]=[CH:4][C:5]2[N:9]=[C:8]([C@@H:10]([NH2:13])[CH2:11][CH3:12])[N:7]([C:14]3[CH:15]=[N:16][CH:17]=[C:18]([F:20])[CH:19]=3)[C:6]=2[CH:21]=1.Cl[C:23]1[N:31]=[CH:30][N:29]=[C:28]2[C:24]=1[N:25]=[CH:26][N:27]2[CH:32]1[CH2:37][CH2:36][CH2:35][CH2:34][O:33]1.CCN(C(C)C)C(C)C>CC(O)C>[F:1][C:2]1[CH:3]=[CH:4][C:5]2[N:9]=[C:8]([C@@H:10]([NH:13][C:23]3[N:31]=[CH:30][N:29]=[C:28]4[C:24]=3[N:25]=[CH:26][N:27]4[CH:32]3[CH2:37][CH2:36][CH2:35][CH2:34][O:33]3)[CH2:11][CH3:12])[N:7]([C:14]3[CH:15]=[N:16][CH:17]=[C:18]([F:20])[CH:19]=3)[C:6]=2[CH:21]=1. Procedure: A mixture of (S)-1-[6-fluoro-1-(5-fluoropyridin-3-yl)-1H-benzoimidazol-2-yl]propylamine (70 mg, 0.24 mmol), 6-chloro-9-(tetrahydropyran-2-yl)-9H-purine (57 mg, 0.24 mmol) and DIPEA (84 μL, 0.48 mmol) in IPA (3 mL) was heated for 24 h at 90° C. After cooling to RT, the volatiles were removed in vacuo and the resulting residue purified by column chromatography (Si—PPC, gradient 0-7% MeOH in DCM) to afford the title compound as a pale brown oil (96 mg, 82%). LCMS (Method J): RT=3.03 min, [M+H]+=491...